From a dataset of the Open Reaction Database (ORD), a public repository of structured organic reaction records. describe an organic reaction: reactants, conditions, products, and yield Starting materials: Cc1ccccc1, CCOCc1cc2cnc(S(C)=O)nc2n(C2CCCC2)c1=O, Nc1ccc(N2CCOCC2)cn1. The product is CCOCc1cc2cnc(Nc3ccc(N4CCOCC4)cn3)nc2n(C2CCCC2)c1=O. RXN SMILES: [CH3:37][c:38]1[cH:39][cH:40][cH:41][cH:42][cH:43]1.[CH:1]1([n:6]2[c:7](=[O:23])[c:8]([CH2:19][O:20][CH2:21][CH3:22])[cH:9][c:10]3[c:11]2[n:12][c:13]([S:16]([CH3:17])=[O:18])[n:14][cH:15]3)[CH2:2][CH2:3][CH2:4][CH2:5]1.[O:24]1[CH2:25][CH2:26][N:27]([c:30]2[cH:31][cH:32][c:33]([NH2:36])[n:34][cH:35]2)[CH2:28][CH2:29]1>>[CH:1]1([n:6]2[c:7](=[O:23])[c:8]([CH2:19][O:20][CH2:21][CH3:22])[cH:9][c:10]3[c:11]2[n:12][c:13]([NH:36][c:33]2[cH:32][cH:31][c:30]([N:27]4[CH2:26][CH2:25][O:24][CH2:29][CH2:28]4)[cH:35][n:34]2)[n:14][cH:15]3)[CH2:2][CH2:3][CH2:4][CH2:5]1. Reactants: CS(=O)(=O)c1cccc(CO)c1, ClCCl, O=[Cr](=O)([O-])OCl, c1cc[nH+]cc1. Product: CS(=O)(=O)c1cccc(C=O)c1. Reaction SMILES: [CH3:1][S:2](=[O:3])(=[O:4])[c:5]1[cH:6][c:7]([CH2:8][OH:9])[cH:10][cH:11][cH:12]1.[Cl:25][CH2:26][Cl:27].[Cr:13]([O-:14])([O:15][Cl:16])(=[O:17])=[O:18].[nH+:19]1[cH:20][cH:21][cH:22][cH:23][cH:24]1>>[CH3:1][S:2](=[O:3])(=[O:4])[c:5]1[cH:6][c:7]([CH:8]=[O:9])[cH:10][cH:11][cH:12]1. Reactants: COC(=O)c1cccc(-c2cccc(NCCN)c2)c1, c1ccc(OCC2CO2)cc1. Product: COC(=O)c1cccc(-c2cccc(NCCNCC(O)COc3ccccc3)c2)c1. Reaction SMILES: [CH3:1][O:2][C:3](=[O:4])[c:5]1[cH:6][c:7](-[c:11]2[cH:12][c:13]([NH:17][CH2:18][CH2:19][NH2:20])[cH:14][cH:15][cH:16]2)[cH:8][cH:9][cH:10]1.[c:21]1([O:27][CH2:28][CH:29]2[CH2:30][O:31]2)[cH:22][cH:23][cH:24][cH:25][cH:26]1>>[CH3:1][O:2][C:3](=[O:4])[c:5]1[cH:6][c:7](-[c:11]2[cH:12][c:13]([NH:17][CH2:18][CH2:19][NH:20][CH2:30][CH:29]([CH2:28][O:27][c:21]3[cH:22][cH:23][cH:24][cH:25][cH:26]3)[OH:31])[cH:14][cH:15][cH:16]2)[cH:8][cH:9][cH:10]1. Starting materials: C(C#C)OC1=CC=C(O)C=C1 (hydroquinone monopropargyl ether), CC(=CCBr)C (3-methyl-2-butenyl bromide). Product: CC(=CCOC1=CC=C(C=C1)OCC#C)C (1-[(3-methyl-2-butenyl)oxy]-4-propargyloxy-benzene). Reaction SMILES: [CH2:1]([O:4][C:5]1[CH:11]=[CH:10][C:8]([OH:9])=[CH:7][CH:6]=1)[C:2]#[CH:3].[CH3:12][C:13]([CH3:17])=[CH:14][CH2:15]Br>>[CH3:12][C:13]([CH3:17])=[CH:14][CH2:15][O:9][C:8]1[CH:7]=[CH:6][C:5]([O:4][CH2:1][C:2]#[CH:3])=[CH:11][CH:10]=1. Reported procedure: By utilizing the procedure of Example 1, by reacting hydroquinone monopropargyl ether with 3-methyl-2-butenyl bromide, there is obtained 1-[(3-methyl-2-butenyl)oxy]-4-propargyloxy-benzene; B.P. 145°-148°C/1 mmHg. Reactants: CCOC(=O)C(Br)CCCCCc1ccc(Cl)cc1, O=C([O-])[O-], Cc1ccc(O)cc1, CCC(C)=O, [K+], [K+]. Product: CCOC(=O)C(CCCCCc1ccc(Cl)cc1)Oc1ccc(C)cc1. Reaction SMILES: [Br:1][CH:2]([C:3](=[O:4])[O:5][CH2:6][CH3:7])[CH2:8][CH2:9][CH2:10][CH2:11][CH2:12][c:13]1[cH:14][cH:15][c:16]([Cl:19])[cH:17][cH:18]1.[C:28](=[O:29])([O-:30])[O-:31].[CH3:20][c:21]1[cH:22][cH:23][c:24]([OH:25])[cH:26][cH:27]1.[CH3:34][C:35](=[O:36])[CH2:37][CH3:38].[K+:32].[K+:33]>>[CH:2]([C:3](=[O:4])[O:5][CH2:6][CH3:7])([CH2:8][CH2:9][CH2:10][CH2:11][CH2:12][c:13]1[cH:14][cH:15][c:16]([Cl:19])[cH:17][cH:18]1)[O:25][c:24]1[cH:23][cH:22][c:21]([CH3:20])[cH:27][cH:26]1. Starting materials: CC1=CC=C(S1)C(=O)N1CCOC2(C1)CCN(CC2)C(=O)OC(C)(C)C (tert-Butyl 4-(5-methylthiophene-2-carbonyl)-1-oxa-4,9-diazaspiro[5.5]undecane-9-carboxylate), FC(C(=O)O)(F)F (trifluoroacetic acid). The solvent is C(Cl)Cl (DCM). Run at time 2 hour. Product: FC(C(=O)O)(F)F.CC1=CC=C(S1)C(=O)N1CCOC2(C1)CCNCC2 ((5-Methylthiophen-2-yl)(1-oxa-4,9-diazaspiro[5.5]undecan-4-yl)methanone trifluoroacetate). Reaction SMILES: [CH3:1][C:2]1[S:6][C:5]([C:7]([N:9]2[CH2:14][C:13]3([CH2:19][CH2:18][N:17](C(OC(C)(C)C)=O)[CH2:16][CH2:15]3)[O:12][CH2:11][CH2:10]2)=[O:8])=[CH:4][CH:3]=1.[F:27][C:28]([F:33])([F:32])[C:29]([OH:31])=[O:30]>C(Cl)Cl>[F:27][C:28]([F:33])([F:32])[C:29]([OH:31])=[O:30].[CH3:1][C:2]1[S:6][C:5]([C:7]([N:9]2[CH2:14][C:13]3([CH2:19][CH2:18][NH:17][CH2:16][CH2:15]3)[O:12][CH2:11][CH2:10]2)=[O:8])=[CH:4][CH:3]=1 |f:3.4|. Procedure details: tert-Butyl 4-(5-methylthiophene-2-carbonyl)-1-oxa-4,9-diazaspiro[5.5]undecane-9-carboxylate (example 9, step a) (0.32 g) in DCM (3 mL) was treated with trifluoroacetic acid (1.0 g). After 2 h, the reaction mixture was evaporated in vacuo and azeotroped twice with toluene to yield the subtitled compound which was used directly. Yield 0.32 g.